From a dataset of the Open Reaction Database (ORD), a public repository of structured organic reaction records. describe an organic reaction: reactants, conditions, products, and yield Starting materials: [BH3-]C#N, CO, CC(=O)O, NCC(F)(F)F, CCOc1cc(Cc2cnc(N)nc2N)cc(OCC)c1-c1ccc(C=O)cc1, [Na+]. Yields the product CCOc1cc(Cc2cnc(N)nc2N)cc(OCC)c1-c1ccc(CNCC(F)(F)F)cc1. Reaction SMILES: [C:40]([BH3-:41])#[N:42].[CH3:44][OH:45].[CH3:7][C:8](=[O:9])[OH:10].[F:1][C:2]([CH2:3][NH2:4])([F:5])[F:6].[NH2:11][c:12]1[n:13][cH:14][c:15]([CH2:19][c:20]2[cH:21][c:22]([O:37][CH2:38][CH3:39])[c:23](-[c:29]3[cH:30][cH:31][c:32]([CH:35]=[O:36])[cH:33][cH:34]3)[c:24]([O:26][CH2:27][CH3:28])[cH:25]2)[c:16]([NH2:18])[n:17]1.[Na+:43]>>[F:1][C:2]([CH2:3][NH:4][CH2:35][c:32]1[cH:31][cH:30][c:29](-[c:23]2[c:22]([O:37][CH2:38][CH3:39])[cH:21][c:20]([CH2:19][c:15]3[cH:14][n:13][c:12]([NH2:11])[n:17][c:16]3[NH2:18])[cH:25][c:24]2[O:26][CH2:27][CH3:28])[cH:34][cH:33]1)([F:5])[F:6]. Reactants: CCc1cc(Cl)cc(OOC(C)=O)c1Cl, [Cl-]. Yields the product CCc1c(Cl)c(Cl)cc(OOC(C)=O)c1Cl. RXN SMILES: [C:1]([CH3:2])(=[O:3])[O:4][O:5][c:6]1[c:7]([Cl:15])[c:8]([CH2:13][CH3:14])[cH:9][c:10]([Cl:12])[cH:11]1.[Cl-:16]>>[C:1]([CH3:2])(=[O:3])[O:4][O:5][c:6]1[c:7]([Cl:15])[c:8]([CH2:13][CH3:14])[c:9]([Cl:16])[c:10]([Cl:12])[cH:11]1. As a reaction SMILES: [C:1]([CH2:3][CH:4]([CH:25]1[CH2:30][CH2:29][N:28](C(OC(C)(C)C)=O)[CH2:27][CH2:26]1)[N:5]1[CH:9]=[C:8]([C:10]2[N:15]3[CH:16]=[CH:17][N:18]=[C:14]3[CH:13]=[C:12]([C:19]3[CH:20]=[N:21][N:22]([CH3:24])[CH:23]=3)[N:11]=2)[CH:7]=[N:6]1)#[N:2].C(Cl)[Cl:39].Cl.O1CCOCC1>>[ClH:39].[CH3:24][N:22]1[CH:23]=[C:19]([C:12]2[N:11]=[C:10]([C:8]3[CH:7]=[N:6][N:5]([CH:4]([CH:25]4[CH2:30][CH2:29][NH:28][CH2:27][CH2:26]4)[CH2:3][C:1]#[N:2])[CH:9]=3)[N:15]3[CH:16]=[CH:17][N:18]=[C:14]3[CH:13]=2)[CH:20]=[N:21]1.[CH3:24][N:22]1[CH:23]=[C:19]([C:12]2[N:11]=[C:10]([C:8]3[CH:7]=[N:6][N:5]([CH:4]([CH:25]4[CH2:30][CH2:29][NH:28][CH2:27][CH2:26]4)[CH2:3][C:1]#[N:2])[CH:9]=3)[N:15]3[CH:16]=[CH:17][N:18]=[C:14]3[CH:13]=2)[CH:20]=[N:21]1 |f:4.5|. Yields the product Cl.CN1N=CC(=C1)C1=CC=2N(C(=N1)C=1C=NN(C1)C(CC#N)C1CCNCC1)C=CN2 (3-(4-(7-(1-methyl-1H-pyrazol-4-yl)imidazo[1,2-c]pyrimidin-5-yl)-1H-pyrazol-1-yl)-3-(piperidin-4-yl)propanenitrile hydrochloride), CN1N=CC(=C1)C1=CC=2N(C(=N1)C=1C=NN(C1)C(CC#N)C1CCNCC1)C=CN2 (3-(4-(7-(1-methyl-1H-pyrazol-4-yl)imidazo[1,2-c]pyrimidin-5-yl)-1H-pyrazol-1-yl)-3-(piperidin-4-yl)propanenitrile). Reaction conditions: time 1 hour. The yield is 236.4%. Procedure: Tert-butyl 4-(2-cyano-1-(4-(7-(1-methyl-1H-pyrazol-4-yl)imidazo[1,2-c]pyrimidin-5-yl)-1H-pyrazol-1-yl)ethyl)piperidine-1-carboxylate (59.4 mg, 0.118 mmol) was dissolved in DCM (592 μL, 0.118 mmol). To this was added 4N HCl in dioxane (296 μL, 1.18 mmol) and stirred at ambient temperature for 1 hour. Complete conversion was observed after 1 hour and the reaction mixture was concentrated to dryness to afford the HCl salt of 3-(4-(7-(1-methyl-1H-pyrazol-4-yl)imidazo[1,2-c]pyrimidin-5-yl)-1H-pyrazol... The reactants are C(#N)CC(N1N=CC(=C1)C1=NC(=CC=2N1C=CN2)C=2C=NN(C2)C)C2CCN(CC2)C(=O)OC(C)(C)C (Tert-butyl 4-(2-cyano-1-(4-(7-(1-methyl-1H-pyrazol-4-yl)imidazo[1,2-c]pyrimidin-5-yl)-1H-pyrazol-1-yl)ethyl)piperidine-1-carboxylate), C(Cl)Cl (DCM), Cl (HCl), O1CCOCC1 (dioxane). The reactants are ClC1=C(C(=O)NC(C(=O)OC)CC2=CC=C(C=C2)[N+](=O)[O-])C(=CC=C1)Cl (methyl 2-[(2,6-dichlorobenzoyl)amino]-3-(4-nitrophenyl)propanoate). Reagents/catalysts: [Pt] (Pt(S)/C). Solvent: CO (CH3OH). Conditions: time 2 hour. The product is NC1=CC=C(C=C1)CC(C(=O)OC)NC(C1=C(C=CC=C1Cl)Cl)=O (methyl 3-(4-aminophenyl)-2-[(2,6-dichlorobenzoyl)amino]propanoate). The yield is 100.0%. Reaction SMILES: [Cl:1][C:2]1[CH:25]=[CH:24][CH:23]=[C:22]([Cl:26])[C:3]=1[C:4]([NH:6][CH:7]([CH2:12][C:13]1[CH:18]=[CH:17][C:16]([N+:19]([O-])=O)=[CH:15][CH:14]=1)[C:8]([O:10][CH3:11])=[O:9])=[O:5]>CO.[Pt]>[NH2:19][C:16]1[CH:17]=[CH:18][C:13]([CH2:12][CH:7]([NH:6][C:4](=[O:5])[C:3]2[C:22]([Cl:26])=[CH:23][CH:24]=[CH:25][C:2]=2[Cl:1])[C:8]([O:10][CH3:11])=[O:9])=[CH:14][CH:15]=1. Procedure details: Methyl 2-[(2,6-dichlorobenzoyl)amino]-3-(4-nitrophenyl)propanoate 7 (7 g) is solubilized in CH3OH in presence of Pt(S)/C (5% in weight). H2 pressure is then applied at RT for 2 h. The catalyst is filtered over celite and the solvent is evaporated to give methyl 3-(4-aminophenyl)-2-[(2,6-dichlorobenzoyl)amino]propanoate 8. Reactants: [Li] (lithium), CN(C#N)C (dimethylcyanamide), BrC1=CC=CC=C1 (bromobenzene), NC1=C(C#N)C=CC=C1 (o-aminobenzonitrile). The solvent is O (water), C(C)OCC (diethyl ether), C(C)OCC (diethyl ether), C(C)OCC (diethyl ether). Run at time 10 minute. The product is NC1=NC(=NC2=CC=CC=C12)N(C)C (4-amino-2-dimethylaminoquinazoline). Reaction SMILES: [Li].BrC1C=CC=CC=1.[NH2:9][C:10]1[CH:17]=[CH:16][CH:15]=[CH:14][C:11]=1[C:12]#[N:13].[CH3:18][N:19]([CH3:22])[C:20]#[N:21]>O.C(OCC)C>[NH2:13][C:12]1[C:11]2[C:10](=[CH:17][CH:16]=[CH:15][CH:14]=2)[N:9]=[C:20]([N:19]([CH3:22])[CH3:18])[N:21]=1 |^1:0|. Reported procedure: Under a nitrogen atmosphere 0.7 g. (0.10 g. at.) of lithium and 7.85 g. (0.05 mol) of bromobenzene are dissolved in 60 ml. of anhydrous diethyl ether. Over the course of about 20 minutes this solution is added to a solution of 5.9 g. of o-aminobenzonitrile in 60 ml. of anhydrous diethyl ether. After 10 minutes, 3.5 g. of dimethylcyanamide, dissolved in 20 ml. of anhydrous diethyl ether, are added and the reaction mixture is refluxed under the nitrogen atmosphere for 6 hours. The next day the mix... Starting materials: CCOC1=NS(=O)(=O)N=C1NC1c2cc(OC(F)(F)F)ccc2OC(C)(C)C1O, CNC. Yields the product CN(C)C1=NS(=O)(=O)N=C1NC1c2cc(OC(F)(F)F)ccc2OC(C)(C)C1O. RXN SMILES: [CH2:1]([O:2][C:4]1=[N:8][S:7](=[O:9])(=[O:10])[N:6]=[C:5]1[NH:11][CH:12]1[CH:13]([OH:29])[C:14]([CH3:27])([CH3:28])[O:15][c:16]2[cH:17][cH:18][c:19]([O:22][C:23]([F:24])([F:25])[F:26])[cH:20][c:21]21)[CH3:3].[CH3:30][NH:31][CH3:32]>>[C:4]1([N:31]([CH3:30])[CH3:32])=[N:8][S:7](=[O:9])(=[O:10])[N:6]=[C:5]1[NH:11][CH:12]1[CH:13]([OH:29])[C:14]([CH3:27])([CH3:28])[O:15][c:16]2[cH:17][cH:18][c:19]([O:22][C:23]([F:24])([F:25])[F:26])[cH:20][c:21]21.